This data is from the Open Reaction Database (ORD), a public repository of structured organic reaction records. The task is: describe an organic reaction: reactants, conditions, products, and yield Reactants: C, CC(NC(=O)OCc1ccccc1)c1ccc(C(=O)OC(C)(C)C)cc1, CCO, CC(=O)O, [Pd]. The product is CC(N)c1ccc(C(=O)OC(C)(C)C)cc1. As a reaction SMILES: [C:34].[CH2:1]([O:2][C:3](=[O:4])[NH:11][CH:12]([CH3:13])[c:14]1[cH:15][cH:16][c:17]([C:18](=[O:19])[O:20][C:21]([CH3:22])([CH3:23])[CH3:24])[cH:25][cH:26]1)[c:5]1[cH:6][cH:7][cH:8][cH:9][cH:10]1.[CH3:27][CH2:28][OH:29].[CH3:30][C:31](=[O:32])[OH:33].[Pd:35]>>[NH2:11][CH:12]([CH3:13])[c:14]1[cH:15][cH:16][c:17]([C:18](=[O:19])[O:20][C:21]([CH3:22])([CH3:23])[CH3:24])[cH:25][cH:26]1. Starting materials: CN(c1ccc2c(c1)C(C)(C)CCC2(C)C)c1ccccc1N, COC(=O)c1ccc(C(=O)O)cc1, Cc1ccccc1, CCOC(C)=O, O=P(Cl)(Cl)Cl. Yields the product COC(=O)c1ccc(C2=Nc3ccccc3N(C)c3cc4c(cc32)C(C)(C)CCC4(C)C)cc1. As a reaction SMILES: [CH3:1][N:2]([c:3]1[c:4]([NH2:9])[cH:5][cH:6][cH:7][cH:8]1)[c:10]1[cH:11][c:12]2[c:17]([cH:18][cH:19]1)[C:16]([CH3:20])([CH3:21])[CH2:15][CH2:14][C:13]2([CH3:22])[CH3:23].[CH3:24][O:25][C:26]([c:27]1[cH:28][cH:29][c:30]([C:31]([OH:32])=[O:33])[cH:34][cH:35]1)=[O:36].[CH3:42][c:43]1[cH:44][cH:45][cH:46][cH:47][cH:48]1.[CH3:49][CH2:50][O:51][C:52]([CH3:53])=[O:54].[P:37]([Cl:38])([Cl:39])([Cl:40])=[O:41]>>[CH3:1][N:2]1[c:3]2[c:4]([cH:5][cH:6][cH:7][cH:8]2)[N:9]=[C:31]([c:30]2[cH:29][cH:28][c:27]([C:26]([O:25][CH3:24])=[O:36])[cH:35][cH:34]2)[c:19]2[c:10]1[cH:11][c:12]1[c:17]([cH:18]2)[C:16]([CH3:20])([CH3:21])[CH2:15][CH2:14][C:13]1([CH3:22])[CH3:23]. Starting materials: CN(C)CCN, CN(C)CCNC(=O)C(O)C1OC(n2cnc3c(N)ncnc32)C(O)C1O. Yields the product C=CCNC(=O)C(O)C1OC(n2cnc3c(N)ncnc32)C(O)C1O. Reaction SMILES: [CH3:1][N:2]([CH2:3][CH2:4][NH2:5])[CH3:6].[CH3:7][N:8]([CH2:9][CH2:10][NH:11][C:12](=[O:13])[CH:14]([CH:15]1[CH:16]([OH:31])[CH:17]([OH:30])[CH:18]([n:20]2[cH:21][n:22][c:23]3[c:24]([NH2:25])[n:26][cH:27][n:28][c:29]23)[O:19]1)[OH:32])[CH3:33]>>[CH2:1]=[CH:9][CH2:10][NH:11][C:12](=[O:13])[CH:14]([CH:15]1[CH:16]([OH:31])[CH:17]([OH:30])[CH:18]([n:20]2[cH:21][n:22][c:23]3[c:24]([NH2:25])[n:26][cH:27][n:28][c:29]23)[O:19]1)[OH:32]. Run at temperature 0 celsius. Reactants: C(C1=CC=CC=C1)ON=CC1(CCCCC1)C(=O)O (1-(benzyloxyimino-methyl)-cyclohexanecarboxylic acid), CN(C)C=1C=CC(=CC1)N=NC=2C=CC(=CC2)S(=O)(=O)O (methyl orange), C(#N)[BH3-].[Na+] (Sodium cyanoborohydride), Cl (HCl), Cl (HCl), CCC1(COC(=O)NC1=O)CC (persisten). Yields the product C(C1=CC=CC=C1)ONCC1(CCCCC1)C(=O)O (1-(Benzyloxyamino-Methyl)-Cyclohexanecarboxylic Acid). RXN SMILES: [CH2:1]([O:8][N:9]=[CH:10][C:11]1([C:17]([OH:19])=[O:18])[CH2:16][CH2:15][CH2:14][CH2:13][CH2:12]1)[C:2]1[CH:7]=[CH:6][CH:5]=[CH:4][CH:3]=1.CN(C1C=CC(N=NC2C=CC(S(O)(=O)=O)=CC=2)=CC=1)C.Cl.CCC1(CC)C(=O)NC(=O)OC1.C([BH3-])#N.[Na+]>CO>[CH2:1]([O:8][NH:9][CH2:10][C:11]1([C:17]([OH:19])=[O:18])[CH2:16][CH2:15][CH2:14][CH2:13][CH2:12]1)[C:2]1[CH:7]=[CH:6][CH:5]=[CH:4][CH:3]=1 |f:4.5|. Solvent: CO (methanol). Procedure: To a solution of 1-(benzyloxyimino-methyl)-cyclohexanecarboxylic acid (1.59 g, 6.08 mmol) in methanol (40 mL) at 0° C. under a nitrogen atmosphere was added a trace amount of methyl orange. A solution of saturated methanolic HCl was added until a persisten red color was observed. Sodium cyanoborohydride (0.42 g, 6.69 mmol) was added portionwise alternately with methanolic HCl to maintain the red color. The reaction mixture was maintained at 0° C. for an additional 3 h and the volatiles were remo...